From a dataset of the Open Reaction Database (ORD), a public repository of structured organic reaction records. describe an organic reaction: reactants, conditions, products, and yield Starting materials: CC1N(C2=CC=CC=C2C1)C=O (2-methylindolino aldehyde), CO (methanol), C1(CCCC2=CC=CC=C12)N (1,2,3,4-tetrahydro naphthyl amine). Conditions: time 8 hour. The product is CC1NC2=C(C=CC=C2C1)C=NC1CCCC2=CC=CC=C12 (1,2,3,4-tetrahydro-N-((2-methylindolin-7-yl)methylene)-naphthalen-1-amine). Reaction SMILES: [CH3:1][CH:2]1[CH2:10][C:9]2[C:4](=[CH:5][CH:6]=[CH:7][CH:8]=2)[N:3]1C=O.[CH:13]1([NH2:23])[C:22]2[C:17](=[CH:18][CH:19]=[CH:20][CH:21]=2)[CH2:16][CH2:15][CH2:14]1.[CH3:24]O>>[CH3:1][CH:2]1[CH2:10][C:9]2[C:4](=[C:5]([CH:24]=[N:23][CH:13]3[C:22]4[C:17](=[CH:18][CH:19]=[CH:20][CH:21]=4)[CH2:16][CH2:15][CH2:14]3)[CH:6]=[CH:7][CH:8]=2)[NH:3]1. Procedure details: 1.68 g of 2-methylindolino aldehyde was dissolved in 35 ml of methanol and then 1.58 ml of 1,2,3,4-tetrahydro naphthyl amine was slowly added thereto. The mixture was stirred at room temperature overnight before some precipitates were slowly formed, and then was filtered while being washed with methanol to provide ivory solids as a clean product (2.3 g). (Yield: 75%) This compound was a mixture of two stereoisomers at a ratio of 1:0.6.